describe an organic reaction: reactants, conditions, products, and yield From a dataset of the Open Reaction Database (ORD), a public repository of structured organic reaction records. Reactants: CC=1C=C2CCCNC2=CC1 (6-methyl-1,2,3,4-tetrahydroquinoline), FC1=C(C=CC=C1)[N+](=O)[O-] (2-fluoronitrobenzene), C(\C=C/C(=O)O)(=O)O.N1(CCC2=CC=CC=C12)C1=C(C=C(C=C1)F)NC(=O)N1CCN(CC1)C (N-[2-(2,3-dihydro-1H-indol-1-yl)-5-fluorophenyl]-4-methyl-1-piperazine carboxamide maleate). Yields the product CC=1C=C2CCCN(C2=CC1)C1=C(C=CC=C1)[N+](=O)[O-] (6-methyl-1-(2-nitrophenyl)-1,2,3,4-tetrahydroquinoline), NC1=C(C=CC=C1)N1CCCC2=CC(=CC=C12)C (1-(2-aminophenyl)-6-methyl-1,2,3,4-tetrahydroquinoline), N-[2-(6-methyl-1-phenyl)-1,2,3,4-tetrahydroquinolin-1-yl]-4-methyl-1-piperazine carboxamide, CC=1C=C2CCCN3C2=C(C(=NC2=C3C=CC=C2)N2CCN(CC2)C)C1 (5-methyl-7-(4-methyl-1-piperazinyl)-2,3-dihydro-1H-quino[1,8-ab][1,5]benzodiazepine). As a reaction SMILES: [CH3:1][C:2]1[CH:3]=[C:4]2[C:9](=[CH:10][CH:11]=1)[NH:8][CH2:7][CH2:6][CH2:5]2.F[C:13]1[CH:18]=[CH:17][CH:16]=[CH:15][C:14]=1[N+:19]([O-:21])=[O:20].[C:22](O)(=O)/[CH:23]=[CH:24]\[C:25](O)=O.[N:30]1([C:39]2[CH:44]=[CH:43][C:42](F)=[CH:41][C:40]=2[NH:46][C:47]([N:49]2[CH2:54][CH2:53][N:52]([CH3:55])[CH2:51][CH2:50]2)=O)[C:38]2[C:33](=[CH:34][CH:35]=[CH:36][CH:37]=2)[CH2:32][CH2:31]1>>[CH3:1][C:2]1[CH:3]=[C:4]2[C:9](=[CH:10][CH:11]=1)[N:8]([C:13]1[CH:18]=[CH:17][CH:16]=[CH:15][C:14]=1[N+:19]([O-:21])=[O:20])[CH2:7][CH2:6][CH2:5]2.[NH2:30][C:38]1[CH:33]=[CH:34][CH:35]=[CH:36][C:37]=1[N:8]1[C:9]2[C:4](=[CH:3][C:2]([CH3:1])=[CH:11][CH:10]=2)[CH2:5][CH2:6][CH2:7]1.[CH3:22][C:23]1[CH:36]=[C:37]2[C:38]3=[C:25]([CH:24]=1)[C:47]([N:49]1[CH2:50][CH2:51][N:52]([CH3:55])[CH2:53][CH2:54]1)=[N:46][C:40]1[CH:41]=[CH:42][CH:43]=[CH:44][C:39]=1[N:30]3[CH2:31][CH2:32][CH2:33]2 |f:2.3|. Procedure details: Starting with 6-methyl-1,2,3,4-tetrahydroquinoline and 2-fluoronitrobenzene and following steps 1a to 1f of Example 2, one may obtain, in sequence, 6-methyl-1-(2-nitrophenyl)-1,2,3,4-tetrahydroquinoline, 1-(2-aminophenyl)-6-methyl-1,2,3,4-tetrahydroquinoline, N-[2-(6-methyl-1-phenyl)-1,2,3,4-tetrahydroquinolin-1-yl]-4-methyl-1-piperazine carboxamide, and 5-methyl-7-(4-methyl-1-piperazinyl)-2,3-dihydro-1H-quino[1,8-ab][1,5]benzodiazepine. Starting materials: C1(=CC=CC=C1)NN (Phenylhydrazine), C(C)(=O)C1=CC=CC=C1 (acetophenone). Reaction conditions: temperature 15 celsius. The product is C1(=CC=CC=C1)NN=C(C)C1=CC=CC=C1 (Acetophenone phenylhydrazone). Reaction SMILES: [C:1]1([NH:7][NH2:8])[CH:6]=[CH:5][CH:4]=[CH:3][CH:2]=1.[C:9]([C:12]1[CH:17]=[CH:16][CH:15]=[CH:14][CH:13]=1)(=O)[CH3:10]>>[C:1]1([NH:7][N:8]=[C:9]([C:12]2[CH:17]=[CH:16][CH:15]=[CH:14][CH:13]=2)[CH3:10])[CH:6]=[CH:5][CH:4]=[CH:3][CH:2]=1. Procedure details: Phenylhydrazine (10.8 g, 0.10 mole) is added to 20 g (0.10 mole) of acetophenone with stirring at about 15° C. The reaction produces a slight exotherm and the solution solidifies. The title product is allowed to sit for about 12 hours at room temperature and is then used without further purification. Reactants: CO, COC(=O)c1cccc(-c2cccc([N+](=O)[O-])c2)c1. Yields the product COC(=O)c1cccc(-c2cccc(N)c2)c1. RXN SMILES: [CH3:20][OH:21].[N+:1]([O-:2])(=[O:3])[c:4]1[cH:5][c:6](-[c:10]2[cH:11][c:12]([C:13](=[O:14])[O:15][CH3:16])[cH:17][cH:18][cH:19]2)[cH:7][cH:8][cH:9]1>>[NH2:1][c:4]1[cH:5][c:6](-[c:10]2[cH:11][c:12]([C:13](=[O:14])[O:15][CH3:16])[cH:17][cH:18][cH:19]2)[cH:7][cH:8][cH:9]1. Reactants: C1(CCC1)N1CCC2=C(CC1)C=CC(=C2)OC2=C(C=C(C#N)C=C2)F (4-[(3-Cyclobutyl-2,3,4,5-tetrahydro-1H-3-benzazepin-7-yl)oxy]-3-fluorobenzonitrile), C(C)(=O)O (acetic acid), [OH-].[Na+] (sodium hydroxide). The solvent is C(C)O (ethanol), O (water). The product is C1(CCC1)N1CCC2=C(CC1)C=CC(=C2)OC2=C(C=C(C(=O)O)C=C2)F (4-[(3-Cyclobutyl-2,3,4,5-tetrahydro-1H-3-benzazepin-7-yl)oxy]-3-fluorobenzoic acid). Reaction SMILES: [CH:1]1([N:5]2[CH2:11][CH2:10][C:9]3[CH:12]=[CH:13][C:14]([O:16][C:17]4[CH:24]=[CH:23]C(C#N)=[CH:19][C:18]=4[F:25])=[CH:15][C:8]=3[CH2:7][CH2:6]2)[CH2:4][CH2:3][CH2:2]1.[OH-].[Na+].[C:28]([OH:31])(=[O:30])[CH3:29]>C(O)C.O>[CH:1]1([N:5]2[CH2:11][CH2:10][C:9]3[CH:12]=[CH:13][C:14]([O:16][C:17]4[CH:24]=[CH:23][C:29]([C:28]([OH:31])=[O:30])=[CH:19][C:18]=4[F:25])=[CH:15][C:8]=3[CH2:7][CH2:6]2)[CH2:2][CH2:3][CH2:4]1 |f:1.2|. Reported procedure: 4-[(3-Cyclobutyl-2,3,4,5-tetrahydro-1H-3-benzazepin-7-yl)oxy]-3-fluorobenzonitrile (E271) (150 mg, 0.45 mmol) was dissolved in a mixture of ethanol (1 ml) and water (1.5 ml), treated with sodium hydroxide (150 mg, 4.5 mmol) and heated at reflux for 2 hours. The reaction was then treated with acetic acid (0.39 ml, 6.75 mmol) and concentrated in vacuo. The resulting residue was purified by column chromatography eluting with a mixture of 0.880 ammonia:methanol:dichloromethane (2:18:80) to afford th... The reactants are C(C)(C)(C)OC(C1=CC(=C(C(=C1)OCC1=CC=CC=C1)CC=C)OCC1=CC=CC=C1)=O (4-allyl-3,5-bis-benzyloxy-benzoic acid tert-butyl ester), C1=CC(=CC(=C1)Cl)C(=O)OO (m-CPBA). Solvent: C(Cl)Cl (CH2Cl2). Product: C(C)(C)(C)OC(C1=CC(=C(C(=C1)OCC1=CC=CC=C1)CC1OC1)OCC1=CC=CC=C1)=O (3,5-Bis-benzyloxy-4-oxiranylmethyl-benzoic acid tert-butyl ester). The yield is 57.9%. Reaction SMILES: [C:1]([O:5][C:6](=[O:32])[C:7]1[CH:12]=[C:11]([O:13][CH2:14][C:15]2[CH:20]=[CH:19][CH:18]=[CH:17][CH:16]=2)[C:10]([CH2:21][CH:22]=[CH2:23])=[C:9]([O:24][CH2:25][C:26]2[CH:31]=[CH:30][CH:29]=[CH:28][CH:27]=2)[CH:8]=1)([CH3:4])([CH3:3])[CH3:2].C1C=C(Cl)C=C(C(OO)=[O:41])C=1>C(Cl)Cl>[C:1]([O:5][C:6](=[O:32])[C:7]1[CH:8]=[C:9]([O:24][CH2:25][C:26]2[CH:27]=[CH:28][CH:29]=[CH:30][CH:31]=2)[C:10]([CH2:21][CH:22]2[CH2:23][O:41]2)=[C:11]([O:13][CH2:14][C:15]2[CH:16]=[CH:17][CH:18]=[CH:19][CH:20]=2)[CH:12]=1)([CH3:2])([CH3:3])[CH3:4]. Procedure details: To a solution of 4-allyl-3,5-bis-benzyloxy-benzoic acid tert-butyl ester (200d) (125 g, 0.29 mol) in CH2Cl2 was added m-CPBA (100 g, 0.58 mol) in several portions. The mixture was refluxed overnight. The solid was filtered and washed with CH2Cl2. The combined filtrates were washed with saturated aqueous Na2S2O4 (250 mL) and brine (250 mL). The organic layer was dried over Na2SO4 and concentrated to give a yellow oil. The crude oil was purified by flash column chromatography (EtOAc/petroleum ethe... Product: CCOC(=O)c1[nH]c2cc(Cl)cc(Cl)c2c1C=C(C#N)c1cccnc1. As a reaction SMILES: [C:1](=[O:2])([O:3][CH2:4][CH3:5])[c:6]1[nH:7][c:8]2[cH:9][c:10]([Cl:16])[cH:11][c:12]([Cl:15])[c:13]2[cH:14]1.[CH2:26]1[CH2:27][CH2:28][NH:29][CH2:30][CH2:31]1.[CH3:32][CH2:33][OH:34].[CH3:35][CH2:36][O:37][CH2:38][CH3:39].[n:17]1[cH:18][c:19]([CH2:23][C:24]#[N:25])[cH:20][cH:21][cH:22]1>>[C:1](=[O:2])([O:3][CH2:4][CH3:5])[c:6]1[nH:7][c:8]2[cH:9][c:10]([Cl:16])[cH:11][c:12]([Cl:15])[c:13]2[c:14]1[CH:26]=[C:23]([c:19]1[cH:18][n:17][cH:22][cH:21][cH:20]1)[C:24]#[N:25]. Starting materials: CCOC(=O)c1cc2c(Cl)cc(Cl)cc2[nH]1, C1CCNCC1, CCO, CCOCC, N#CCc1cccnc1. Starting materials: COC1=CC=C2COC(C2=C1)=O (6-methoxy-3H-isobenzofuran-1-one), CO (CH3OH), B(Br)(Br)Br (BBr3), B(Br)(Br)Br (BBr3). Solvent: C(Cl)Cl (CH2Cl2). Conditions: time 8 hour. Product: OC1=CC=C2COC(C2=C1)=O (6-Hydroxy-3H-isobenzofuran-1-one). Yield: 74.4%. Reaction SMILES: C[O:2][C:3]1[CH:11]=[C:10]2[C:6]([CH2:7][O:8][C:9]2=[O:12])=[CH:5][CH:4]=1.B(Br)(Br)Br.CO>C(Cl)Cl>[OH:2][C:3]1[CH:11]=[C:10]2[C:6]([CH2:7][O:8][C:9]2=[O:12])=[CH:5][CH:4]=1. Procedure details: A solution of 6-methoxy-3H-isobenzofuran-1-one (50 g, 0.3 moles), prepared as described in example 34, in CH2Cl2 (250 ml) under N2 at −5° C., was dropwise added with BBr3 (360 ml 0.36 moles). At the end of the addition the solution was stirred at room temperature overnight, then cooled and added with further BBr3 (60 ml, 60 mmoles). The stirring was kept on for 4 hours at room temperature. The mixture was cooled and added with CH3OH (250 ml), then dried under vacuum to give a solid which was tri...